From a dataset of the Open Reaction Database (ORD), a public repository of structured organic reaction records. describe an organic reaction: reactants, conditions, products, and yield Reactants: CNS(=O)(=O)C1=CC=C(C=C1)CC(C)=O (N-Methyl-4-(2-oxo-propyl)-benzenesulfonamide), COC1=CN=CC(=N1)NC(=S)N ((6-methoxy-pyrazin-2-yl)-thiourea), CC=1N=C(SC1C1=CC=C(C=C1)S(=O)(=O)N)NC1=NC=CN=C1 (4-[4-Methyl-2-(pyrazin-2-ylamino)-thiazol-5-yl]-benzenesulfonamide). Yields the product COC1=CN=CC(=N1)NC=1SC(=C(N1)C)C1=CC=C(C=C1)S(=O)(=O)NC (4-[2-(6-Methoxy-pyrazin-2-ylamino)-4-methyl-thiazol-5-yl]-N-methyl-benzene-sulfonamide). RXN SMILES: [CH3:1][NH:2][S:3]([C:6]1[CH:11]=[CH:10][C:9]([CH2:12][C:13](=O)[CH3:14])=[CH:8][CH:7]=1)(=[O:5])=[O:4].[CH3:16][O:17][C:18]1[N:23]=[C:22]([NH:24][C:25]([NH2:27])=[S:26])[CH:21]=[N:20][CH:19]=1.CC1N=C(NC2C=NC=CN=2)SC=1C1C=CC(S(N)(=O)=O)=CC=1>>[CH3:16][O:17][C:18]1[N:23]=[C:22]([NH:24][C:25]2[S:26][C:12]([C:9]3[CH:10]=[CH:11][C:6]([S:3]([NH:2][CH3:1])(=[O:5])=[O:4])=[CH:7][CH:8]=3)=[C:13]([CH3:14])[N:27]=2)[CH:21]=[N:20][CH:19]=1. Procedure: Using N-methyl-4-(2-oxo-propyl)-benzenesulfonamide (18a) and (6-methoxy-pyrazin-2-yl)-thiourea in an identical process to that described for the preparation of 4-[4-methyl-2-(pyrazin-2-ylamino)-thiazol-5-yl]-benzenesulfonamide (Example 1) afforded the title compound. Reactants: C(C)NC=1C(=NC=NC1Cl)N (N5-ethyl-6-chloropyrimidine-4,5-diamine), 1,1-carbonyldiimidazole, O1CCOCC1 (1,4-dioxane). Product: C(C)N1C(NC2=NC=NC(=C12)Cl)=O (7-ethyl-6-chloro-7,9-dihydropurin-8-one). Yield: 60.0%. Reaction SMILES: [CH2:1]([NH:3][C:4]1[C:5]([NH2:11])=[N:6][CH:7]=[N:8][C:9]=1[Cl:10])[CH3:2].[O:12]1CCOC[CH2:13]1>>[CH2:1]([N:3]1[C:4]2[C:5](=[N:6][CH:7]=[N:8][C:9]=2[Cl:10])[NH:11][C:13]1=[O:12])[CH3:2]. Reported procedure: A solution of N5-ethyl-6-chloropyrimidine-4,5-diamine (0.21 g, 1.22 mmol) and 1,1-carbonyldiimidazole (0.40 g, 2.44 mmol) in 1,4-dioxane (5 mL) was degassed, flushed with nitrogen and refluxed under nitrogen for 22 h. The solution was cooled and partitioned between ethyl acetate (15 mL), 1M hydrochloric acid (10 mL) and brine (5 mL). The organic layer was dried, filtered and concentrated to give 7-ethyl-6-chloro-7,9-dihydropurin-8-one (0.146 g, 0.735 mmol, 60%) as a yellow solid. LC-MS (LCT2) m/... The reactants are Cc1ccc(S(=O)(=O)N2CCOc3ccc([N+](=O)[O-])cc3OCC2)cc1, CCOC(C)=O, [H][H], [OH-], [OH-], [Pd+2]. Yields the product Cc1ccc(S(=O)(=O)N2CCOc3ccc(N)cc3OCC2)cc1. As a reaction SMILES: [CH3:1][c:2]1[cH:3][cH:4][c:5]([S:8](=[O:9])(=[O:10])[N:11]2[CH2:12][CH2:13][O:14][c:15]3[c:16]([cH:20][cH:21][c:22]([N+:24]([O-:25])=[O:26])[cH:23]3)[O:17][CH2:18][CH2:19]2)[cH:6][cH:7]1.[CH3:32][CH2:33][O:34][C:35](=[O:36])[CH3:37].[H:27][H:28].[OH-:29].[OH-:30].[Pd+2:31]>>[CH3:1][c:2]1[cH:3][cH:4][c:5]([S:8](=[O:9])(=[O:10])[N:11]2[CH2:12][CH2:13][O:14][c:15]3[c:16]([cH:20][cH:21][c:22]([NH2:24])[cH:23]3)[O:17][CH2:18][CH2:19]2)[cH:6][cH:7]1. Reaction SMILES: [H-].[Na+].[NH2:3]/[C:4](/[C:11]([F:14])([F:13])[F:12])=[CH:5]\[C:6]([O:8]CC)=O.[Cl:15][C:16]1[C:25]2[C:20](=[CH:21][CH:22]=[CH:23][CH:24]=2)[C:19]([N:26]=[C:27]=[O:28])=[CH:18][CH:17]=1.[CH3:29]I>CN(C)C=O.C1(C)C=CC=CC=1>[Cl:15][C:16]1[C:25]2[C:20](=[CH:21][CH:22]=[CH:23][CH:24]=2)[C:19]([N:26]2[C:6](=[O:8])[CH:5]=[C:4]([C:11]([F:12])([F:13])[F:14])[N:3]([CH3:29])[C:27]2=[O:28])=[CH:18][CH:17]=1 |f:0.1|. Reported procedure: Step 2 To a suspension of sodium hydride (1.23 g) in N,N-dimethylformamide (70 ml) was added dropwise a solution of ethyl 3-amino4,4,4-trifluorocrotonate (5.6 g) in toluene (50 ml) at 0° C. under nitrogen atmosphere. After 30 minutes, a solution of 4-chloronaphthyl isocyanate (28 mmol) in a mixed solvent of N,N-dimethylformamide (30 ml) and toluene (50 ml) was added dropwise at same temperature. The resulting solution was stirred for 2 hours at ambient temperature, and then methyl iodide (8 g) w... Reaction conditions: time 30 minute. The reactants are N\C(=C/C(=O)OCC)\C(F)(F)F (ethyl 3-amino4,4,4-trifluorocrotonate), CI (methyl iodide), ClC1=CC=C(C2=CC=CC=C12)N=C=O (4-chloronaphthyl isocyanate), [H-].[Na+] (sodium hydride). Yield: 66.5%. Product: ClC1=CC=C(C2=CC=CC=C12)N1C(N(C(=CC1=O)C(F)(F)F)C)=O (3-(4-chloronaphthalen-1-yl)-1-methyl-6-trifluoromethyl-2,4(1H,3H)-pyrimidindione). Run in C1(=CC=CC=C1)C (toluene), C1(=CC=CC=C1)C (toluene), CN(C=O)C (N,N-dimethylformamide), CN(C=O)C (N,N-dimethylformamide). The reactants are CCCC(CCC)(NC(=O)Nc1nccs1)C(=O)OCC, Cl. Product: CCCC1(CCC)NC(=O)N(c2nccs2)C1=O. Reaction SMILES: [CH2:1]([O:2][C:4]([C:5]([CH2:6][CH2:7][CH3:8])([NH:9][C:10](=[O:11])[NH:12][c:13]1[s:14][cH:15][cH:16][n:17]1)[CH2:18][CH2:19][CH3:20])=[O:21])[CH3:3].[ClH:22]>>[C:4]1(=[O:21])[C:5]([CH2:6][CH2:7][CH3:8])([CH2:18][CH2:19][CH3:20])[NH:9][C:10](=[O:11])[N:12]1[c:13]1[s:14][cH:15][cH:16][n:17]1. Starting materials: CC1=CC=C2C=CC(OC2=C1)=O (7-Methylcoumarin), BrN1C(CCC1=O)=O (N-bromosuccinimide). Reagents/catalysts: C(C1=CC=CC=C1)(=O)OOC(C1=CC=CC=C1)=O (benzoylperoxide). Run in C(Cl)(Cl)Cl (chloroform), C(Cl)(Cl)Cl (chloroform). The product is BrCC1=CC=C2C=CC(OC2=C1)=O (7-bromomethylcoumarin). The yield is 50.8%. RXN SMILES: [CH3:1][C:2]1[CH:11]=[C:10]2[C:5]([CH:6]=[CH:7][C:8](=[O:12])[O:9]2)=[CH:4][CH:3]=1.[Br:13]N1C(=O)CCC1=O>C(Cl)(Cl)Cl.C(OOC(=O)C1C=CC=CC=1)(=O)C1C=CC=CC=1>[Br:13][CH2:1][C:2]1[CH:11]=[C:10]2[C:5]([CH:6]=[CH:7][C:8](=[O:12])[O:9]2)=[CH:4][CH:3]=1. Procedure: 7-Methylcoumarin (28 g), 70% benzoylperoxide (1.68 g), and N-bromosuccinimide (30.8 g) was added to 140 mL chloroform in a one liter flask, and the suspension was refluxed overnight. The solution was diluted with 100 mL chloroform. The resulting crude product was recrystallized from 750 mL acetone. A white solid (21 g) with a melting point of 172-176° C. was obtained.